Dataset: the Open Reaction Database (ORD), a public repository of structured organic reaction records. Task: describe an organic reaction: reactants, conditions, products, and yield Starting materials: COC1=CC=C(COCC(CCOCC2=CC=C(C=C2)OC)ON2C(C=3C(C2=O)=CC=CC3)=O)C=C1 (N-[1,4-bis(4-methoxybenzyloxy)but-2-oxy]phthalimide), CNN (methylhydrazine), CNN (methylhydrazine). Run in ClCCl (dichloromethane). Conditions: time 20 minute. Product: COC1=CC=C(COCC(CCOCC2=CC=C(C=C2)OC)ON)C=C1 (1,4-bis(4-methoxybenzyloxy)but-2-oxyamine). Yield: 68.0%. RXN SMILES: [CH3:1][O:2][C:3]1[CH:36]=[CH:35][C:6]([CH2:7][O:8][CH2:9][CH:10]([O:23][N:24]2C(=O)C3=CC=CC=C3C2=O)[CH2:11][CH2:12][O:13][CH2:14][C:15]2[CH:20]=[CH:19][C:18]([O:21][CH3:22])=[CH:17][CH:16]=2)=[CH:5][CH:4]=1.CNN>ClCCl>[CH3:1][O:2][C:3]1[CH:4]=[CH:5][C:6]([CH2:7][O:8][CH2:9][CH:10]([O:23][NH2:24])[CH2:11][CH2:12][O:13][CH2:14][C:15]2[CH:16]=[CH:17][C:18]([O:21][CH3:22])=[CH:19][CH:20]=2)=[CH:35][CH:36]=1. Procedure details: To a solution of N-[1,4-bis(4-methoxybenzyloxy)but-2-oxy]phthalimide (10.3 g, 21 mmol) in dichloromethane (80 ml) was added methylhydrazine (1.49 ml, 28 mmol) and the solution was stirred at room temperature. After 20 minutes, further methylhydrazine (0.22 ml) was added. After a further 20 minutes the solution was filtered and the filtrate was extracted with aqueous sodium carbonate (3%). The organic layer was dried (magnesium sulphate) and the solvent removed. The residue was purified by column... The reactants are OC/C=C/C(=O)OCC(C)C (isobutyl (E)-4-hydroxycrotonate), [Cr](=O)(=O)([O-])Cl.[NH+]1=CC=CC=C1 (pyridinium chlorochromate), C(C)OCC (Diethyl ether). Solvent: ClCCl (dichloromethane), ClCCl (dichloromethane). Run at time 2 hour. Yields the product O=C/C=C/C(=O)OCC(C)C (Isobutyl (E)-4-oxo-2-butenoate). The yield is 91.8%. RXN SMILES: [Cr](Cl)([O-])(=O)=O.[NH+]1C=CC=CC=1.[OH:12][CH2:13]/[CH:14]=[CH:15]/[C:16]([O:18][CH2:19][CH:20]([CH3:22])[CH3:21])=[O:17].C(OCC)C>ClCCl>[O:12]=[CH:13]/[CH:14]=[CH:15]/[C:16]([O:18][CH2:19][CH:20]([CH3:22])[CH3:21])=[O:17] |f:0.1|. Procedure details: To a suspension of pyridinium chlorochromate (100 g, 0.463 mol) in dichloromethane (350 ml), a solution of isobutyl (E)-4-hydroxycrotonate (50 g, 0.316 mol) in dichloromethane (150 ml) was added. The internal temperature gradually rose to 40° C. and stirring was continued for 2 hours without cooling. Diethyl ether (0.9 l) was added and the supernatant was decanted from the black gum. The insoluble residue was washed twice 300 ml portions of diethyl ether. The combined organic solutions were pass... Reactants: C(C)(C)N(C(OCCl)=O)C(C)C (chloromethyl N,N-diisopropylcarbamate), O[C@H](C)[C@@H]1[C@@H]2N(C(=C([C@@H]2C)S\C=C/C2=C(N=CS2)CO)C(=O)[O-])C1=O.[Na+] (sodium (1R,5S,6S)-6-((1R)-1-hydroxyethyl)-2-[[(Z)-2-(4-hydroxymethylthiazol-5-yl)ethen-1-yl]thio]-1-methyl-1-carbapen-2-em-3-carboxylate). The product is O[C@H](C)[C@@H]1[C@@H]2N(C(=C([C@@H]2C)S\C=C/C2=C(N=CS2)CO)C(=O)OCOC(=O)N(C(C)C)C(C)C)C1=O (N,N-Diisopropylaminocarbonyloxymethyl (1R,5S,6S)-6-((1R)-1-hydroxyethyl)-2-[[(Z)-2-(4-hydroxymethyl-thiazol-5-yl)ethen-1-yl]thio]-1-methyl-1-carbapen-2-em-3-carboxylate). Isolated yield 48.7%. As a reaction SMILES: [CH:1]([N:4]([CH:10]([CH3:12])[CH3:11])[C:5](=[O:9])[O:6][CH2:7]Cl)([CH3:3])[CH3:2].[OH:13][C@@H:14]([C@H:16]1[C:36](=[O:37])[N:18]2[C:19]([C:33]([O-:35])=[O:34])=[C:20]([S:23]/[CH:24]=[CH:25]\[C:26]3[S:30][CH:29]=[N:28][C:27]=3[CH2:31][OH:32])[C@H:21]([CH3:22])[C@H:17]12)[CH3:15].[Na+]>>[OH:13][C@@H:14]([C@H:16]1[C:36](=[O:37])[N:18]2[C:19]([C:33]([O:35][CH2:7][O:6][C:5]([N:4]([CH:10]([CH3:12])[CH3:11])[CH:1]([CH3:3])[CH3:2])=[O:9])=[O:34])=[C:20]([S:23]/[CH:24]=[CH:25]\[C:26]3[S:30][CH:29]=[N:28][C:27]=3[CH2:31][OH:32])[C@H:21]([CH3:22])[C@H:17]12)[CH3:15] |f:1.2|. Procedure details: In the same manner as in step b) in Example 125, 150 mg of the title compound was prepared from 133 mg of chloromethyl N,N-diisopropylcarbamate and 231 mg of sodium (1R,5S,6S)-6-((1R)-1-hydroxyethyl)-2-[[(Z)-2-(4-hydroxymethylthiazol-5-yl)ethen-1-yl]thio]-1-methyl-1-carbapen-2-em-3-carboxylate.